Dataset: the Open Reaction Database (ORD), a public repository of structured organic reaction records. Task: describe an organic reaction: reactants, conditions, products, and yield The reactants are C(C1=CC=CC=C1)(=O)C1=C(C=C(C(=O)O)C=C1[N+](=O)[O-])OCCCC (4-benzoyl-3-n-butoxy-5-nitrobenzoic acid), C(C1=CC=CC=C1)(=O)C1=C(C=C(C(=O)O)C=C1[N+](=O)[O-])OCCC (4-benzoyl-5-nitro-3-n-propoxybenzoic acid). The product is NC=1C(=C(C=C(C(=O)O)C1)OCCC)C(C1=CC=CC=C1)=O (5-amino-4-benzoyl-3-n-propoxybenzoic acid). As a reaction SMILES: [C:1]([C:9]1[C:17]([N+:18]([O-])=O)=[CH:16][C:12]([C:13]([OH:15])=[O:14])=[CH:11][C:10]=1[O:21][CH2:22][CH2:23][CH2:24]C)(=[O:8])[C:2]1[CH:7]=[CH:6][CH:5]=[CH:4][CH:3]=1.C(C1C([N+]([O-])=O)=CC(C(O)=O)=CC=1OCCC)(=O)C1C=CC=CC=1>>[NH2:18][C:17]1[C:9]([C:1](=[O:8])[C:2]2[CH:7]=[CH:6][CH:5]=[CH:4][CH:3]=2)=[C:10]([O:21][CH2:22][CH2:23][CH3:24])[CH:11]=[C:12]([CH:16]=1)[C:13]([OH:15])=[O:14]. Procedure: By replacing in Example 1, step C, 4-benzoyl-3-n-butoxy-5-nitrobenzoic acid with 4-benzoyl-5-nitro-3-n-propoxybenzoic acid and following the procedure described, 5-amino-4-benzoyl-3-n-propoxybenzoic acid is obtained with a melting point of 220° -222° C. The reactants are COC(=O)C1=C(C2=NC=CC=C2S1)Br (3-Bromo-thieno[3,2-b]pyridine-2-carboxylic acid methyl ester), O[Li].O (LiOH.H2O). Solvent: C1CCOC1.O (THF H2O). Reaction conditions: time 3 day. The product is BrC1=C(SC=2C1=NC=CC2)C(=O)O (3-Bromo-thieno[3,2-b]pyridine-2-carboxylic acid). Reaction SMILES: C[O:2][C:3]([C:5]1[S:13][C:12]2[C:7](=[N:8][CH:9]=[CH:10][CH:11]=2)[C:6]=1[Br:14])=[O:4].O[Li].O>C1COCC1.O>[Br:14][C:6]1[C:7]2=[N:8][CH:9]=[CH:10][CH:11]=[C:12]2[S:13][C:5]=1[C:3]([OH:4])=[O:2] |f:1.2,3.4|. Procedure details: To a solution of compound 145-E (4.94 g, 18.2 mmol) in 5:1 THF/H2O (200 mL) was added LiOH.H2O (0.797 g, 19.0 mmol). The reaction was stirred for 3 days then concentrated in vacuo, to which was added water (100 mL) and 1N HCl (19.0 mL), and the resultant precipitate was isolated by filtration. The solid was rinsed with water and dried under vacuum to afford compound 145-F as a tan-yellow solid (4.51 g, 96%). 1H-NMR (DMSO-d6): δ 7.62 (dd, 1H), 8.62 (dd, 1H), 8.86 (dd, 1H), 14.18 (br s, 1H); MS: m... Reactants: N1N=NN=C1 (1-H-tetrazole), C(C)(=O)O[C@@H]1[C@@H](O[C@]([C@H]1OCC1=CC=CC=C1)(C(F)F)COCC1=CC=CC=C1)N1C(NC(C=C1)=O)=O ((2R,3S,4S,5R)-4-(benzyloxy)-5-(benzyloxymethyl)-5-(difluoromethyl)-2-(2,4-dioxo-3,4-dihydropyrimidin-1(2H)-yl)-tetrahydrofuran-3-yl acetate), ClC1=CC=C(C=C1)P(=O)(Cl)Cl (4-Chlorophenylphosphonic dichloride). Run in N1=CC=CC=C1 (pyridine). Run at temperature 20 celsius, time 3 hour. Yields the product C(C)(=O)O[C@@H]1[C@@H](O[C@]([C@H]1OCC1=CC=CC=C1)(C(F)F)COCC1=CC=CC=C1)N1C(N=C(C=C1)N)=O ((2R,3S,4S,5R)-2-(4-amino-2-oxopyrimidin-1(2H)-yl)-4-(benzyloxy)-5-(benzyloxymethyl)-5-(difluoromethyl)-tetrahydrofuran-3-yl acetate). Yield: 176.3%. As a reaction SMILES: ClC1C=CC(P(Cl)(Cl)=O)=CC=1.[NH:12]1C=NN=N1.[C:17]([O:20][C@H:21]1[C@H:25]([O:26][CH2:27][C:28]2[CH:33]=[CH:32][CH:31]=[CH:30][CH:29]=2)[C@:24]([CH2:37][O:38][CH2:39][C:40]2[CH:45]=[CH:44][CH:43]=[CH:42][CH:41]=2)([CH:34]([F:36])[F:35])[O:23][C@H:22]1[N:46]1[CH:51]=[CH:50][C:49](=O)[NH:48][C:47]1=[O:53])(=[O:19])[CH3:18]>N1C=CC=CC=1>[C:17]([O:20][C@H:21]1[C@H:25]([O:26][CH2:27][C:28]2[CH:33]=[CH:32][CH:31]=[CH:30][CH:29]=2)[C@:24]([CH2:37][O:38][CH2:39][C:40]2[CH:45]=[CH:44][CH:43]=[CH:42][CH:41]=2)([CH:34]([F:35])[F:36])[O:23][C@H:22]1[N:46]1[CH:51]=[CH:50][C:49]([NH2:12])=[N:48][C:47]1=[O:53])(=[O:19])[CH3:18]. Procedure: 4-Chlorophenylphosphonic dichloride (0.4 g, 0.81 mmol) was added to a cooled (0° C.) solution of 1-H-tetrazole (0.056 g, 0.81 mmol) and 35 (0.113 g, 0.22 mmol) in dry pyridine (5 mL). The reaction mixture was left to stir under a nitrogen atmosphere at 20° C. for 3 h and then evaporated to dryness under reduced pressure. The residue was dissolved in dioxane and NH3.H2O (5 mL) was added. After stirring for 5 h at 20° C., the reaction mixture was evaporated to dryness under reduced pressure to aff... Procedure: To a solution of 4-(5-aminopyridin-3-yl)-8-phenyl-N-(pyridin-2-ylmethyl) phthalazin-1-amine (50.0 mg, 0.124 mmol) in dichloromethane (5 mL) at room temperature was added pyridine (0.0200 mL, 0.247 mmol) followed by isopropyl carbonochloridate (18.2 mg, 0.148 mmol). The reaction mixture was stirred at ambient temperature for 12 h then diluted with dichloromethane (50 mL) and the organic portion washed with water (10 mL) followed by brine (10 mL). The organic layer was dried over Na2SO4, filtered ... Product: C1(=CC=CC=C1)C1=C2C(=NN=C(C2=CC=C1)C=1C=C(C=NC1)NC(OC(C)C)=O)NCC1=NC=CC=C1 (isopropyl (5-(5-phenyl-4-((pyridin-2-ylmethyl)amino)phthalazin-1-yl)pyridin-3-yl)carbamate). Conditions: time 12 hour. Isolated yield 57.5%. The reactants are NC=1C=C(C=NC1)C1=NN=C(C2=C(C=CC=C12)C1=CC=CC=C1)NCC1=NC=CC=C1 (4-(5-aminopyridin-3-yl)-8-phenyl-N-(pyridin-2-ylmethyl) phthalazin-1-amine), N1=CC=CC=C1 (pyridine), C(OC(C)C)(=O)Cl (isopropyl carbonochloridate). The solvent is ClCCl (dichloromethane), ClCCl (dichloromethane). Reaction SMILES: [NH2:1][C:2]1[CH:3]=[C:4]([C:8]2[C:17]3[C:12](=[C:13]([C:18]4[CH:23]=[CH:22][CH:21]=[CH:20][CH:19]=4)[CH:14]=[CH:15][CH:16]=3)[C:11]([NH:24][CH2:25][C:26]3[CH:31]=[CH:30][CH:29]=[CH:28][N:27]=3)=[N:10][N:9]=2)[CH:5]=[N:6][CH:7]=1.N1C=CC=CC=1.[C:38](Cl)(=[O:43])[O:39][CH:40]([CH3:42])[CH3:41]>ClCCl>[C:18]1([C:13]2[CH:14]=[CH:15][CH:16]=[C:17]3[C:12]=2[C:11]([NH:24][CH2:25][C:26]2[CH:31]=[CH:30][CH:29]=[CH:28][N:27]=2)=[N:10][N:9]=[C:8]3[C:4]2[CH:3]=[C:2]([NH:1][C:38](=[O:43])[O:39][CH:40]([CH3:42])[CH3:41])[CH:7]=[N:6][CH:5]=2)[CH:23]=[CH:22][CH:21]=[CH:20][CH:19]=1. Starting materials: O=C1CCC(=O)N1Br, Cc1ccc(C(=O)C(C)(C)C)cc1, O=C(OOC(=O)c1ccccc1)c1ccccc1, ClC(Cl)(Cl)Cl. The product is CC(C)(C)C(=O)c1ccc(CBr)cc1. As a reaction SMILES: [Br:14][N:15]1[C:16](=[O:17])[CH2:18][CH2:19][C:20]1=[O:21].[C:1]([C:2]([CH3:3])([CH3:4])[CH3:5])(=[O:6])[c:7]1[cH:8][cH:9][c:10]([CH3:13])[cH:11][cH:12]1.[C:22]([O:23][O:24][C:25](=[O:26])[c:27]1[cH:28][cH:29][cH:30][cH:31][cH:32]1)(=[O:33])[c:34]1[cH:35][cH:36][cH:37][cH:38][cH:39]1.[C:40]([Cl:41])([Cl:42])([Cl:43])[Cl:44]>>[C:1]([C:2]([CH3:3])([CH3:4])[CH3:5])(=[O:6])[c:7]1[cH:8][cH:9][c:10]([CH2:13][Br:14])[cH:11][cH:12]1. Starting materials: ClC(=C)C1(CCCCC1)C(=O)O (1-(1-chlorovinyl)-1-cyclohexyl-carboxylic acid), Cl (hydrochloric acid), [NH2-].[Na+] (sodium amide), N (ammonia), [Na] (sodium). Run in CS(=O)C (DMSO). Conditions: temperature 50 celsius, time 3 hour. Yields the product C(#C)C1(CCCCC1)C(=O)O (1-ethynyl-1-cyclohexyl-carboxylic acid). Isolated yield 66.0%. As a reaction SMILES: [NH2-].[Na+].N.[Na].Cl[C:6]([C:8]1([C:14]([OH:16])=[O:15])[CH2:13][CH2:12][CH2:11][CH2:10][CH2:9]1)=[CH2:7].Cl>CS(C)=O>[C:6]([C:8]1([C:14]([OH:16])=[O:15])[CH2:13][CH2:12][CH2:11][CH2:10][CH2:9]1)#[CH:7] |f:0.1,^1:3|. Procedure: A suspension of sodium amide in liquid ammonia was prepared using 3.5 g of sodium. After evaporating off the ammonia, the sodium amide was dissolved in 40 cm3 of anhydrous dimethylsulphoxide (DMSO). The mixture was stirred under nitrogen for 3 hours and a solution of 6.6 g (0.035 mole) of 1-(1-chlorovinyl)-1-cyclohexyl-carboxylic acid in 30 cm3 of dry DMSO was added slowly. The temperature of the whole was raised to 50° C. in the course of 6 hours and stirring was continued overnight at laborato...